Dataset: the Open Reaction Database (ORD), a public repository of structured organic reaction records. Task: describe an organic reaction: reactants, conditions, products, and yield Starting materials: COCC(=O)Cl (Methoxyacetyl chloride), CP(=S)(CCNCC(C)(C)SCC1=CC=CC=C1)C (N-(2-dimethylphosphinothioylethyl)-2-benzylthio-2-methylpropylamine), N1=CC=CC=C1 (pyridine). Run in C1(=CC=CC=C1)C (toluene), C1(=CC=CC=C1)C (toluene). Reaction conditions: time 1 hour. Yields the product C(C1=CC=CC=C1)SC(CN(C(COC)=O)CCP(=S)(C)C)(C)C (N-(2-Benzylthio-2-methylpropyl)-N-(2-dimethylphosphinothioylethyl)methoxyacetamide). Isolated yield 65.3%. RXN SMILES: [CH3:1][O:2][CH2:3][C:4](Cl)=[O:5].[CH3:7][P:8]([CH3:25])([CH2:10][CH2:11][NH:12][CH2:13][C:14]([S:17][CH2:18][C:19]1[CH:24]=[CH:23][CH:22]=[CH:21][CH:20]=1)([CH3:16])[CH3:15])=[S:9].N1C=CC=CC=1>C1(C)C=CC=CC=1>[CH2:18]([S:17][C:14]([CH3:16])([CH3:15])[CH2:13][N:12]([CH2:11][CH2:10][P:8]([CH3:25])([CH3:7])=[S:9])[C:4](=[O:5])[CH2:3][O:2][CH3:1])[C:19]1[CH:24]=[CH:23][CH:22]=[CH:21][CH:20]=1. Procedure details: Methoxyacetyl chloride (1.03 g) in dry toluene (10 cm3) was added dropwise to a stirred solution of N-(2-dimethylphosphinothioylethyl)-2-benzylthio-2-methylpropylamine (3 g) and pyridine (1.2 cm3) in dry toluene (70 cm3) at 0° C. After stirring for 1 h the mixture was filtered and the volatile components removed under reduced pressure (40° C. at 0.05 mmHg) to give the amide (2.4 g, 65%) as a yellow oil which solidified on standing. An analytically pure sample of the amide (m.p. 91°-92° C.) was o... The reactants are FC1=C(C=C(C=C1)NC(OC)=O)[N+](=O)[O-] (Methyl (4-fluoro-3-nitrophenyl)carbamate), NCC1CCOCC1 (4-aminomethyl tetrahydropyran), TEA. Solvent: CCO (EtOH). The product is [N+](=O)([O-])C=1C=C(C=CC1NCC1CCOCC1)NC(OC)=O (Methyl {3-nitro-4-[(tetrahydro-2H-pyran-4-ylmethyl)amino]phenyl}carbamate). Reaction SMILES: F[C:2]1[CH:7]=[CH:6][C:5]([NH:8][C:9](=[O:12])[O:10][CH3:11])=[CH:4][C:3]=1[N+:13]([O-:15])=[O:14].[NH2:16][CH2:17][CH:18]1[CH2:23][CH2:22][O:21][CH2:20][CH2:19]1>CCO>[N+:13]([C:3]1[CH:4]=[C:5]([NH:8][C:9](=[O:12])[O:10][CH3:11])[CH:6]=[CH:7][C:2]=1[NH:16][CH2:17][CH:18]1[CH2:23][CH2:22][O:21][CH2:20][CH2:19]1)([O-:15])=[O:14]. Reported procedure: Methyl (4-fluoro-3-nitrophenyl)carbamate (2.0 g, 9.32 mmol) and 4-aminomethyl tetrahydropyran (1.28 g, 11.2 mmol) were stirred in 50 mL of EtOH containing TEA (2.0 mL, 14.0 mmol) at 75° C. for 48 h. The solvent was evaporated. The residue was dissolved in EtOAc and washed with aqueous 5% KHSO4, saturated aqueous NaHCO3 solution, brine and dried over anhydrous MgSO4. The crude product was purified by silica gel flash chromatography using 1:1/hexanes:EtOAc as eluent. Yield: 2.53 g (88%). 1H NMR (4... The reactants are N#Cc1ccc(B(O)O)cc1, O=C([O-])[O-], C1COCCO1, Cc1c(Cl)nnc(N2CCC(N(C)C(=O)OC(C)(C)C)CC2)c1C, [Cs+], [Cs+], O. The product is Cc1c(-c2ccc(C#N)cc2)nnc(N2CCC(N(C)C(=O)OC(C)(C)C)CC2)c1C. Reaction SMILES: [C:25](#[N:26])[c:27]1[cH:28][cH:29][c:30]([B:33]([OH:34])[OH:35])[cH:31][cH:32]1.[C:36](=[O:37])([O-:38])[O-:39].[CH2:42]1[O:43][CH2:44][CH2:45][O:46][CH2:47]1.[Cl:1][c:2]1[c:3]([CH3:24])[c:4]([CH3:23])[c:5]([N:8]2[CH2:9][CH2:10][CH:11]([N:14]([C:15]([O:16][C:17]([CH3:18])([CH3:19])[CH3:20])=[O:21])[CH3:22])[CH2:12][CH2:13]2)[n:6][n:7]1.[Cs+:40].[Cs+:41].[OH2:48]>>[c:2]1(-[c:30]2[cH:29][cH:28][c:27]([C:25]#[N:26])[cH:32][cH:31]2)[c:3]([CH3:24])[c:4]([CH3:23])[c:5]([N:8]2[CH2:9][CH2:10][CH:11]([N:14]([C:15]([O:16][C:17]([CH3:18])([CH3:19])[CH3:20])=[O:21])[CH3:22])[CH2:12][CH2:13]2)[n:6][n:7]1.